Task: describe an organic reaction: reactants, conditions, products, and yield. Dataset: the Open Reaction Database (ORD), a public repository of structured organic reaction records Reactants: C[Si](C)(C)[N-][Si](C)(C)C, COc1ccc(CNc2nncs2)c(OC)c1, [Cl-], O=S(=O)(Cl)c1cc(Cl)c(F)cc1F, [Li+], [NH4+], C1CCOC1. The product is COc1ccc(CN(c2nncs2)S(=O)(=O)c2cc(Cl)c(F)cc2F)c(OC)c1. RXN SMILES: [CH3:18][Si:19]([CH3:20])([CH3:21])[N-:22][Si:23]([CH3:24])([CH3:25])[CH3:26].[CH3:1][O:2][c:3]1[c:4]([CH2:5][NH:6][c:7]2[s:8][cH:9][n:10][n:11]2)[cH:12][cH:13][c:14]([O:16][CH3:17])[cH:15]1.[Cl-:41].[Cl:28][c:29]1[c:30]([F:40])[cH:31][c:32]([F:39])[c:33]([S:35](=[O:36])(=[O:37])[Cl:38])[cH:34]1.[Li+:27].[NH4+:42].[O:43]1[CH2:44][CH2:45][CH2:46][CH2:47]1>>[CH3:1][O:2][c:3]1[c:4]([CH2:5][N:6]([c:7]2[s:8][cH:9][n:10][n:11]2)[S:35]([c:33]2[c:32]([F:39])[cH:31][c:30]([F:40])[c:29]([Cl:28])[cH:34]2)(=[O:36])=[O:37])[cH:12][cH:13][c:14]([O:16][CH3:17])[cH:15]1. The reactants are O1C(CCCC1)OCCN1N=CC(=C1)C1=CC=C2C(=N1)N(N=N2)CC=2C=C1C=CC=NC1=CC2 (6-((5-(1-(2-(Tetrahydro-2H-pyran-2-yloxy)ethyl)-1H-pyrazol-4-yl)-3H-[1,2,3]triazolo[4,5-b]pyridin-3-yl)methyl)quinoline), C12(C(=O)CC(CC1)C2(C)C)CS(=O)(=O)O (camphor sulphonic acid), C([O-])(O)=O.[Na+] (sodium bicarbonate), ice water. The solvent is CO (methanol), O (water). Run at time 1 hour. Product: N1=CC=CC2=CC(=CC=C12)CN1N=NC=2C1=NC(=CC2)C=2C=NN(C2)CCO (2-(4-(3-(Quinolin-6-ylmethyl)-3H-[1,2,3]triazolo[4,5-b]pyridin-5-yl)-1H-pyrazol-1-yl)ethanol). Yield: 38.1%. Reaction SMILES: O1CCCCC1[O:7][CH2:8][CH2:9][N:10]1[CH:14]=[C:13]([C:15]2[N:20]=[C:19]3[N:21]([CH2:24][C:25]4[CH:26]=[C:27]5[C:32](=[CH:33][CH:34]=4)[N:31]=[CH:30][CH:29]=[CH:28]5)[N:22]=[N:23][C:18]3=[CH:17][CH:16]=2)[CH:12]=[N:11]1.C12(CS(O)(=O)=O)C(C)(C)C(CC1)CC2=O.C(=O)(O)[O-].[Na+]>CO.O>[N:31]1[C:32]2[C:27](=[CH:26][C:25]([CH2:24][N:21]3[C:19]4=[N:20][C:15]([C:13]5[CH:12]=[N:11][N:10]([CH2:9][CH2:8][OH:7])[CH:14]=5)=[CH:16][CH:17]=[C:18]4[N:23]=[N:22]3)=[CH:34][CH:33]=2)[CH:28]=[CH:29][CH:30]=1 |f:2.3|. Procedure: To a solution of example 145 (0.190 g, 0.417 mmol) in methanol (2 ml) and water (2 ml), camphor sulphonic acid (0.968 g, 4.17 mmol) was added and stirred for 1 h. The reaction was poured into ice water and the pH was adjusted to ca 8 with sodium bicarbonate solution, extracted with ethyl acetate, washed with brine, dried over sodium sulphate and concentrated. The crude product was purified by recrystallisation from isopropanol to afford the title compound as a light yellow solid (0.059 g, 38%). ... The reactants are ClC1=NC(=CC(=C1)I)Cl (2,6-dichloro-4-iodopyridine), C1(CCCCC1)N (cyclohexylamine). Solvent: C(C)(=O)OCC (Ethyl acetate). Reaction conditions: temperature 150 celsius. Yields the product ClC1=CC(=CC(=N1)NC1CCCCC1)I (6-chloro-N-cyclohexyl-4-iodopyridin-2-amine). As a reaction SMILES: Cl[C:2]1[CH:7]=[C:6]([I:8])[CH:5]=[C:4]([Cl:9])[N:3]=1.[CH:10]1([NH2:16])[CH2:15][CH2:14][CH2:13][CH2:12][CH2:11]1>C(OCC)(=O)C>[Cl:9][C:4]1[N:3]=[C:2]([NH:16][CH:10]2[CH2:15][CH2:14][CH2:13][CH2:12][CH2:11]2)[CH:7]=[C:6]([I:8])[CH:5]=1. Procedure details: A mixture of 2,6-dichloro-4-iodopyridine (5 g, 18.3 mmol) and cyclohexylamine (18.1 g, 183 mmol) was heated in a Biotage Initiator microwave at 150° C. for 30 min. Ethyl acetate (150 mL) was added and the mixture washed with water (100 mL) and brine (50 mL). The organics were concentrated and the residual oil purified by flash chromatography on silica gel eluting with 10% ethyl acetate in hexanes to provide the title compound. Yield: 4.7 g (76%). MS (DCI/NH3) m/z 337 (M+H)+.